describe an organic reaction: reactants, conditions, products, and yield From a dataset of the Open Reaction Database (ORD), a public repository of structured organic reaction records. Starting materials: C(C)(C)N(C(C)C)CC (N,N-diisopropylethylamine), FC=1C=C(C=C(C1)F)S(=O)(=O)Cl (3,5-difluorobenzenesulfonyl chloride), Cl.C(C)OC(=O)N1N=C2C(=C1NC(C1=C(C=CC=C1)CN1C(C3=CC=CC=C3C1=O)=O)=O)CNC2(C)C (3-[2-(1,3-dioxo-1,3-dihydro-isoindol-2-ylmethyl)-benzoylamino]-6,6-dimethyl-5,6-dihydro-4H-pyrrolo[3,4-c]pyrazole-2-carboxylic acid ethyl ester hydrochloride). Run in ClCCl (dichloromethane), ClCCl (dichloromethane). Reaction conditions: time 3 hour. Yields the product C(C)OC(=O)N1N=C2C(=C1NC(C1=C(C=CC=C1)CN1C(C3=CC=CC=C3C1=O)=O)=O)CN(C2(C)C)S(=O)(=O)C2=CC(=CC(=C2)F)F (5-(3,5-difluoro-benzenesulfonyl)-3-[2-(1,3-dioxo-1,3-dihydro-isoindol-2-ylmethyl)-benzoylamino]-6,6-dimethyl-5,6-dihydro-4H-pyrrolo[3,4-c]pyrazole-2-carboxylic acid ethyl ester). RXN SMILES: Cl.[CH2:2]([O:4][C:5]([N:7]1[C:11]([NH:12][C:13](=[O:32])[C:14]2[CH:19]=[CH:18][CH:17]=[CH:16][C:15]=2[CH2:20][N:21]2[C:29](=[O:30])[C:28]3[C:23](=[CH:24][CH:25]=[CH:26][CH:27]=3)[C:22]2=[O:31])=[C:10]2[CH2:33][NH:34][C:35]([CH3:37])([CH3:36])[C:9]2=[N:8]1)=[O:6])[CH3:3].C(N(CC)C(C)C)(C)C.[F:47][C:48]1[CH:49]=[C:50]([S:55](Cl)(=[O:57])=[O:56])[CH:51]=[C:52]([F:54])[CH:53]=1>ClCCl>[CH2:2]([O:4][C:5]([N:7]1[C:11]([NH:12][C:13](=[O:32])[C:14]2[CH:19]=[CH:18][CH:17]=[CH:16][C:15]=2[CH2:20][N:21]2[C:29](=[O:30])[C:28]3[C:23](=[CH:24][CH:25]=[CH:26][CH:27]=3)[C:22]2=[O:31])=[C:10]2[CH2:33][N:34]([S:55]([C:50]3[CH:49]=[C:48]([F:47])[CH:53]=[C:52]([F:54])[CH:51]=3)(=[O:57])=[O:56])[C:35]([CH3:36])([CH3:37])[C:9]2=[N:8]1)=[O:6])[CH3:3] |f:0.1|. Procedure details: To a suspension of 3-[2-(1,3-dioxo-1,3-dihydro-isoindol-2-ylmethyl)-benzoylamino]-6,6-dimethyl-5,6-dihydro-4H-pyrrolo[3,4-c]pyrazole-2-carboxylic acid ethyl ester hydrochloride (1.24 g, 2.4 mmol) in dry dichloromethane (30 mL) was added N,N-diisopropylethylamine (1.67 mL, 9.6 mmol) and 3,5-difluorobenzenesulfonyl chloride (0.77 g, 3.6 mmol). After stirring at room temperature for 3 hours the mixture was diluted with dichloromethane (50 mL), washed with 1N HCl, water, saturated solution of NaHCO3...